Dataset: the Open Reaction Database (ORD), a public repository of structured organic reaction records. Task: describe an organic reaction: reactants, conditions, products, and yield Starting materials: COCCOC, Cc1ncoc1CCl, Cn1c2c(c3cccc(F)c31)C(=O)NCC2, [H-], [Na+], O. The product is Cc1ncoc1CN1CCc2c(c3cccc(F)c3n2C)C1=O. Reaction SMILES: [CH3:28][O:29][CH2:30][CH2:31][O:32][CH3:33].[Cl:19][CH2:20][c:21]1[c:22]([CH3:26])[n:23][cH:24][o:25]1.[F:3][c:4]1[cH:5][cH:6][cH:7][c:8]2[c:9]3[c:10]([n:11]([CH3:13])[c:12]12)[CH2:14][CH2:15][NH:16][C:17]3=[O:18].[H-:1].[Na+:2].[OH2:27]>>[F:3][c:4]1[cH:5][cH:6][cH:7][c:8]2[c:9]3[c:10]([n:11]([CH3:13])[c:12]12)[CH2:14][CH2:15][N:16]([CH2:20][c:21]1[c:22]([CH3:26])[n:23][cH:24][o:25]1)[C:17]3=[O:18]. Reactants: C(C)(C)(C)OC(=O)N1CCC(CC1)(C1=CC=CC=C1)O (4-hydroxy-4-phenylpiperidine-1-carboxylic acid tert-butyl ester), [H-].[Na+] (sodium hydride), oil, IC (iodomethane), O (Water). Run in CN(C=O)C (N,N-dimethylformamide), C(C)(=O)OCC (ethyl acetate). Run at time 1 hour. Product: C(C)(C)(C)OC(=O)N1CCC(CC1)(C1=CC=CC=C1)OC (4-methoxy-4-phenylpiperidine-1-carboxylic acid tert-butyl ester). RXN SMILES: [C:1]([O:5][C:6]([N:8]1[CH2:13][CH2:12][C:11]([OH:20])([C:14]2[CH:19]=[CH:18][CH:17]=[CH:16][CH:15]=2)[CH2:10][CH2:9]1)=[O:7])([CH3:4])([CH3:3])[CH3:2].[H-].[Na+].I[CH3:24].O>CN(C)C=O.C(OCC)(=O)C>[C:1]([O:5][C:6]([N:8]1[CH2:9][CH2:10][C:11]([O:20][CH3:24])([C:14]2[CH:15]=[CH:16][CH:17]=[CH:18][CH:19]=2)[CH2:12][CH2:13]1)=[O:7])([CH3:4])([CH3:2])[CH3:3] |f:1.2|. Procedure: To a solution of 4-hydroxy-4-phenylpiperidine-1-carboxylic acid tert-butyl ester (7.1 g) in N,N-dimethylformamide (71 ml) was added 60% sodium hydride in mineral oil (1.13 g) under ice-cooling, and stirred for 1 hour at ambient temperature. The suspension was then stirred for 1.5 hours at 60° C. To the reaction mixture was added iodomethane (32 ml) at 40° C., and stirred for 30 minutes at 45° C. Water and ethyl acetate were added with stirring, and the organic layer was separated, washed with br... Reactants: Br, CC(C)(C)C(=O)C#N, CC(=O)O, O. Product: CC(C)(C)C(=O)C(N)=O. As a reaction SMILES: [BrH:9].[C:1]([C:2]([CH3:3])([CH3:4])[CH3:5])(=[O:6])[C:7]#[N:8].[CH3:11][C:12](=[O:13])[OH:14].[OH2:10]>>[C:1]([C:2]([CH3:3])([CH3:4])[CH3:5])(=[O:6])[C:7]([NH2:8])=[O:10]. The reactants are ClN1C(CCC1=O)=O (N-Chlorosuccinimide), C(C)OC(=O)C1=CSC(=C1)CC (5-ethyl-thiophene-3-carboxylic acid ethyl ester). Solvent: C(C)(=O)O (acetic acid). Conditions: time 8 hour. The product is C(C)OC(=O)C1=C(SC(=C1)CC)Cl (2-Chloro-5-ethyl-thiophene-3-carboxylic acid ethyl ester). Yield: 69.9%. RXN SMILES: [Cl:1]N1C(=O)CCC1=O.[CH2:9]([O:11][C:12]([C:14]1[CH:18]=[C:17]([CH2:19][CH3:20])[S:16][CH:15]=1)=[O:13])[CH3:10]>C(O)(=O)C>[CH2:9]([O:11][C:12]([C:14]1[CH:18]=[C:17]([CH2:19][CH3:20])[S:16][C:15]=1[Cl:1])=[O:13])[CH3:10]. Procedure details: N-Chlorosuccinimide (0.8 g, 5.9 mmol) was added to a solution of 5-ethyl-thiophene-3-carboxylic acid ethyl ester (1 g, 5.43 mmol) in acetic acid (10 mL) and stirred overnight. The reaction was filtered and the solvent removed under vacuum. The product was purified by flash chromatography on silica, eluting with 0%-100% t-butylmethyl ether in cyclohexane. The fractions containing the desired product were concentrated under vacuum to give the title compound (0.83 g). 1H NMR (400 MHz, CHCl3-d): δ 7... Starting materials: BrCCOc1cccc(-c2noc3ccsc23)c1, O=C([O-])[O-], C1CCNC1, CC#N, [K+], [K+]. Yields the product c1cc(OCCN2CCCC2)cc(-c2noc3ccsc23)c1. As a reaction SMILES: [Br:1][CH2:2][CH2:3][O:4][c:5]1[cH:6][c:7](-[c:11]2[n:12][o:13][c:14]3[c:15]2[s:16][cH:17][cH:18]3)[cH:8][cH:9][cH:10]1.[C:19](=[O:20])([O-:21])[O-:22].[CH2:25]1[CH2:26][CH2:27][NH:28][CH2:29]1.[CH3:30][C:31]#[N:32].[K+:23].[K+:24]>>[CH2:2]([CH2:3][O:4][c:5]1[cH:6][c:7](-[c:11]2[n:12][o:13][c:14]3[c:15]2[s:16][cH:17][cH:18]3)[cH:8][cH:9][cH:10]1)[N:28]1[CH2:27][CH2:26][CH2:25][CH2:29]1. Starting materials: O[C@@H](C[N+](C)(C)C)CC([O-])=O (L-carnitine), C(C)OC(=O)C1=CC=C(O)C=C1 (ethylparaben), polysorbate, CC[C@@]12CCCN3[C@@H]1C4=C(C=5C=CC=CC5N4C(=C2)C(=O)OCC)CC3 (vinpocetine), C(C)O (ethanol). Run in OCC(O)CO (glycerin). Reaction conditions: temperature 55 celsius. The product is CC[C@@]12CCCN3[C@@H]1C4=C(C=5C=CC=CC5N4C(=C2)C(=O)OCC)CC3.O[C@@H](C[N+](C)(C)C)CC([O-])=O (Vinpocetine L-Carnitine). Reaction SMILES: [OH:1][C@H:2]([CH2:8][C:9](=[O:11])[O-:10])[CH2:3][N+:4]([CH3:7])([CH3:6])[CH3:5].[CH3:12][CH2:13][C@:14]12[CH:30]=[C:29]([C:31]([O:33][CH2:34][CH3:35])=[O:32])[N:28]3[C:20]4=[C:21]([CH2:36][CH2:37][N:18]([C@@H:19]14)[CH2:17][CH2:16][CH2:15]2)[C:22]1[CH:23]=[CH:24][CH:25]=[CH:26][C:27]=13.C(O)C.C(OC(C1C=CC(O)=CC=1)=O)C>OCC(CO)O>[CH3:12][CH2:13][C@:14]12[CH:30]=[C:29]([C:31]([O:33][CH2:34][CH3:35])=[O:32])[N:28]3[C:20]4=[C:21]([CH2:36][CH2:37][N:18]([C@@H:19]14)[CH2:17][CH2:16][CH2:15]2)[C:22]1[CH:23]=[CH:24][CH:25]=[CH:26][C:27]=13.[OH:1][C@H:2]([CH2:8][C:9](=[O:10])[O-:11])[CH2:3][N+:4]([CH3:7])([CH3:5])[CH3:6] |f:5.6|. Procedure details: Process: Take L-carnitine and vinpocetine, add into ethanol and boil to completely dissolution, add ethylparaben and stir, and add defined amount of glycerin and stir uniformly, and then slowly add the solution into glycerinated gelatin substrate to preserve heat for later use. Add polysorbate and stir uniformly, and then slowly stir the solution and add into the said glycerinated gelatin substrate, stir well and preserve the heat at 55° C., and affuse into the membrane, and cool them down. Starting materials: C(C)(C)NC=1N=NC(=CC1)C#C (N-isopropyl-6-ethynylpyridazin-3-amine), IC=1C=C(C(=O)NC2=CC(=C(C=C2)N2C=NC(=C2)C)C(F)(F)F)C=CC1C (3-iodo-4-methyl-N-(4-(4-methyl-1H-imidazol-1-yl)-3-(trifluoromethyl)phenyl)benzamide). Product: C(C)(C)NC1=CC=C(N=N1)C#CC=1C=C(C(=O)NC2=CC(=C(C=C2)N2C=NC(=C2)C)C(F)(F)F)C=CC1C (3-(2-(6-(Isopropylamino)pyridazin-3-yl)ethynyl)-4-methyl-N-(4-(4-methyl-1H-imidazol-1-yl)-3-(trifluoromethyl)phenyl)benzamide). RXN SMILES: [CH:1]([NH:4][C:5]1[N:6]=[N:7][C:8]([C:11]#[CH:12])=[CH:9][CH:10]=1)([CH3:3])[CH3:2].I[C:14]1[CH:15]=[C:16]([CH:36]=[CH:37][C:38]=1[CH3:39])[C:17]([NH:19][C:20]1[CH:25]=[CH:24][C:23]([N:26]2[CH:30]=[C:29]([CH3:31])[N:28]=[CH:27]2)=[C:22]([C:32]([F:35])([F:34])[F:33])[CH:21]=1)=[O:18]>>[CH:1]([NH:4][C:5]1[N:6]=[N:7][C:8]([C:11]#[C:12][C:37]2[CH:36]=[C:16]([CH:15]=[CH:14][C:38]=2[CH3:39])[C:17]([NH:19][C:20]2[CH:25]=[CH:24][C:23]([N:26]3[CH:30]=[C:29]([CH3:31])[N:28]=[CH:27]3)=[C:22]([C:32]([F:33])([F:34])[F:35])[CH:21]=2)=[O:18])=[CH:9][CH:10]=1)([CH3:3])[CH3:2]. Procedure: The title compound was synthesized from N-isopropyl-6-ethynylpyridazin-3-amine and 3-iodo-4-methyl-N-(4-(4-methyl-1H-imidazol-1-yl)-3-(trifluoromethyl)phenyl)benzamide in a manner similar to that described for in Example 1. The product was obtained as a pale yellow solid. Mp: 141-143° C.; 1H NMR (300 MHz, CDCl3) δ: 9.82 (1H, s), 8.34 (1H, s), 8.20-8.23 (1H, d, J=7.8 Hz), 7.96 (1H, s), 7.84-7.86 (1H, d, J=8.1 Hz), 7.54 (1H, s), 7.29-7.31 (3H, m), 6.81 (1H, s), 6.63-6.66 (1H, d, J=8.4 Hz), 5.11 (1... The reactants are C1(CCCCC1)N(C(=O)NC=1SC(=CN1)SC#N)[C@@H]1CC[C@H](CC1)C (1-cyclohexyl-1-(trans-4-methyl-cyclohexyl)-3-(5-thiocyanato-thiazol-2-yl)-urea), SC[C@H](O)[C@H](O)CS (dithioerythritol), ClCCN1CCCCC1 (N-(2-chloroethyl)piperidine). Yields the product C1(CCCCC1)N(C(=O)NC=1SC(=CN1)SCCN1CCCCC1)[C@@H]1CC[C@H](CC1)C (1-Cyclohexyl-1-(trans-4-methyl-cyclohexyl)-3-[5-(2-piperidin-1-yl-ethylsulfanyl)-thiazol-2-yl]-urea). Reaction SMILES: [CH:1]1([N:7]([C@H:19]2[CH2:24][CH2:23][C@H:22]([CH3:25])[CH2:21][CH2:20]2)[C:8]([NH:10][C:11]2[S:12][C:13]([S:16]C#N)=[CH:14][N:15]=2)=[O:9])[CH2:6][CH2:5][CH2:4][CH2:3][CH2:2]1.SC[C@@H]([C@@H](CS)O)O.Cl[CH2:35][CH2:36][N:37]1[CH2:42][CH2:41][CH2:40][CH2:39][CH2:38]1>>[CH:1]1([N:7]([C@H:19]2[CH2:24][CH2:23][C@H:22]([CH3:25])[CH2:21][CH2:20]2)[C:8]([NH:10][C:11]2[S:12][C:13]([S:16][CH2:35][CH2:36][N:37]3[CH2:42][CH2:41][CH2:40][CH2:39][CH2:38]3)=[CH:14][N:15]=2)=[O:9])[CH2:6][CH2:5][CH2:4][CH2:3][CH2:2]1. Reported procedure: Prepared as described in general procedure (H) using 1-cyclohexyl-1-(trans-4-methyl-cyclohexyl)-3-(5-thiocyanato-thiazol-2-yl)-urea, dithioerythritol and N-(2-chloroethyl)piperidine